This data is from the Open Reaction Database (ORD), a public repository of structured organic reaction records. The task is: describe an organic reaction: reactants, conditions, products, and yield Reactants: C(C)(C)(C)[Li] (tert-butyllithium), C(=O)N1CCCCC1 (N-formylpiperidine), C(CCCCC)N1C2=CC=CC=C2SC=2C=CC=CC12 (10-hexyl-phenothiazine), CN(C)CCN(C)C (N,N,N,N-tetramethylethylenediamine), Cl (hydrochloric acid). Run at time 16 hour. Procedure: 38.6 ml of tert-butyllithium solution (1.4M in hexane) were slowly added dropwise at -78° under argon and while stirring to a solution of 11.80 g (41.6 mmol) of 10-hexyl-phenothiazine in 125 ml of abs. diethyl ether and 12.5 ml of N,N,N,N-tetramethylethylenediamine. The reaction mixture was stirred at -75° for 16 hours, brought slowly to 0°, treated with 6.92 ml (1.5 eq.) of N-formylpiperidine, stirred at 0° for 1 hour and then poured into ice, 100 ml of 0.1N hydrochloric acid solution and 250 m... The yield is 48.8%. Run in C(C)OCC (diethyl ether), C(C)(=O)OCC (ethyl acetate). RXN SMILES: C([Li])(C)(C)C.[CH2:6]([N:12]1[C:25]2[CH:24]=[CH:23][CH:22]=[CH:21][C:20]=2[S:19][C:18]2[C:13]1=[CH:14][CH:15]=[CH:16][CH:17]=2)[CH2:7][CH2:8][CH2:9][CH2:10][CH3:11].CN(CCN(C)C)C.[CH:34](N1CCCCC1)=[O:35].Cl>C(OCC)(=O)C.C(OCC)C>[CH2:6]([N:12]1[C:25]2[CH:24]=[CH:23][CH:22]=[C:21]([CH:34]=[O:35])[C:20]=2[S:19][C:18]2[C:13]1=[CH:14][CH:15]=[CH:16][CH:17]=2)[CH2:7][CH2:8][CH2:9][CH2:10][CH3:11]. Product: C(CCCCC)N1C2=CC=CC=C2SC=2C(=CC=CC12)C=O (10-hexyl-phenothiazine-4-carbaldehyde).